Dataset: the Open Reaction Database (ORD), a public repository of structured organic reaction records. Task: describe an organic reaction: reactants, conditions, products, and yield Product: O=C(O)C(Br)c1cccc(Cl)c1. The reactants are O=C1CCC(=O)N1Br, ClC(Cl)(Cl)Cl, O=C(O)Cc1cccc(Cl)c1, O=C1CCC(=O)N1Br. RXN SMILES: [Br:12][N:13]1[C:14](=[O:15])[CH2:16][CH2:17][C:18]1=[O:19].[C:28]([Cl:29])([Cl:30])([Cl:31])[Cl:32].[Cl:1][c:2]1[cH:3][c:4]([CH2:8][C:9](=[O:10])[OH:11])[cH:5][cH:6][cH:7]1.[O:20]=[C:21]1[N:22]([Br:23])[C:24](=[O:25])[CH2:26][CH2:27]1>>[Cl:1][c:2]1[cH:3][c:4]([CH:8]([C:9](=[O:10])[OH:11])[Br:12])[cH:5][cH:6][cH:7]1. Reactants: COC(C(CC(C)C)C=1C=C(C=C(C1)OS(=O)(=O)C(F)(F)F)C1=CC(=C(C=C1)Cl)C(F)(F)F)=O (2-(4′-chloro-5-trifluoromethanesulfonyloxy-3′-trifluoromethyl-biphenyl-3-yl)-4-methyl-pentanoic acid methyl ester), COC(C(CC(C)C)C=1C=C(C=C(C1)OS(=O)(=O)C(F)(F)F)C1=CC(=C(C=C1)Cl)C(F)(F)F)=O (2-(4′-chloro-5-trifluoromethanesulfonyloxy-3′-trifluoromethyl-biphenyl-3-yl)-4-methyl-pentanoic acid methyl ester), FC=1C=C(C=C(C1)F)B(O)O (3,5-difluorophenylboronic acid). Product: COC(C(CC(C)C)C=1C=C(C=C(C1)C1=CC(=CC(=C1)F)F)C1=CC(=C(C=C1)Cl)C(F)(F)F)=O (2-(3,5-Difluoro-4″-chloro-3″-trifluoromethyl-[1,1′;3′,1″]terphenyl-5′-yl)-4-methyl-pentanoic acid methyl ester). Isolated yield 40.0%. RXN SMILES: [CH3:1][O:2][C:3](=[O:34])[CH:4]([C:9]1[CH:10]=[C:11]([C:23]2[CH:28]=[CH:27][C:26]([Cl:29])=[C:25]([C:30]([F:33])([F:32])[F:31])[CH:24]=2)[CH:12]=[C:13](OS(C(F)(F)F)(=O)=O)[CH:14]=1)[CH2:5][CH:6]([CH3:8])[CH3:7].[F:35][C:36]1[CH:37]=[C:38](B(O)O)[CH:39]=[C:40]([F:42])[CH:41]=1>>[CH3:1][O:2][C:3](=[O:34])[CH:4]([C:9]1[CH:10]=[C:11]([C:23]2[CH:28]=[CH:27][C:26]([Cl:29])=[C:25]([C:30]([F:33])([F:32])[F:31])[CH:24]=2)[CH:12]=[C:13]([C:38]2[CH:37]=[C:36]([F:35])[CH:41]=[C:40]([F:42])[CH:39]=2)[CH:14]=1)[CH2:5][CH:6]([CH3:8])[CH3:7]. Reported procedure: The title compound was prepared in 40% yield from 2-(4′-chloro-5-trifluoromethanesulfonyloxy-3′-trifluoromethyl-biphenyl-3-yl)-4-methyl-pentanoic acid methyl ester (prepared in Intermediate C) and 3,5-difluorophenylboronic acid under the conditions described in Example 26, step (d). 1H-NMR (400 MHz, CDCl3): δ 7.90 (s, 1H), 7.72 (d, 1H), 7.60 (d, 1H), 7.58 (s, 1H), 7.52 (s, 2H), 7.15 (d, 2H), 6.83 (t, 1H), 3.80 (t, 1H), 3.70 (s, 3H), 2.04 (m, 1H), 1.73 (m, 1H), 0.95 (d, 6H. The reactants are CC(C)(C)OC(=O)NCCNC(=O)C(F)(F)F, C=CCBr, CN(C)C=O, CCOC(C)=O, [H-], [Na+]. Product: C=CCN(CCNC(=O)OC(C)(C)C)C(=O)C(F)(F)F. Reaction SMILES: [C:1]([CH3:2])([CH3:3])([CH3:4])[O:5][C:6](=[O:7])[NH:8][CH2:9][CH2:10][NH:11][C:12]([C:13]([F:14])([F:15])[F:16])=[O:17].[CH2:20]([CH:21]=[CH2:22])[Br:23].[CH3:24][N:25]([CH3:26])[CH:27]=[O:28].[CH3:29][CH2:30][O:31][C:32](=[O:33])[CH3:34].[H-:18].[Na+:19]>>[C:1]([CH3:2])([CH3:3])([CH3:4])[O:5][C:6](=[O:7])[NH:8][CH2:9][CH2:10][N:11]([C:12]([C:13]([F:14])([F:15])[F:16])=[O:17])[CH2:22][CH:21]=[CH2:20].